From a dataset of the Open Reaction Database (ORD), a public repository of structured organic reaction records. describe an organic reaction: reactants, conditions, products, and yield The reactants are C(C1=CC=CC=C1)OC(=O)N(C1=CN=C2N(C1=O)[C@@H](CC2)C(=O)O)CC2=CC(=CC=C2)C(F)(F)F ((S)-3-{[(benzyloxy)carbonyl][3-(trifluoromethyl)benzyl]amino}-4-oxo-4,6,7,8-tetrahydropyrrolo[1,2-a]pyrimidine-6-carboxylic acid), C(C)(C)(C)OC(NC(=N)C1=CC=C(C=C1)CN)=O ([(4-aminomethyl-phenyl)-imino-methyl]-carbamic acid tert-butyl ester), C(=O)(O)[O-].[Na+] (NaHCO3), C1=CC2=C(N=C1)N(N=N2)O (HOAT), CCN=C=NCCCN(C)C (EDCI). Solvent: C(Cl)Cl.CN(C)C=O (CH2Cl2 DMF), CCOC(=O)C (EtOAc). Reaction conditions: time 20 hour. Product: C(C)(C)(C)OC(=O)NC(C1=CC=C(CNC(=O)[C@@H]2CCC=3N2C(C(=CN3)N(C(OCC3=CC=CC=C3)=O)CC3=CC(=CC=C3)C(F)(F)F)=O)C=C1)=N (benzyl (S)-{6-[4-(tert-Butoxycarbonylamino-imino-methyl)-benzylcarbamoyl]-4-oxo-4,6,7,8-tetrahydro-pyrrolo[1,2-a]pyrimidin-3-yl}-(3-trifluoromethyl-benzyl)-carbamate). The yield is 79.2%. RXN SMILES: [CH2:1]([O:8][C:9]([N:11]([CH2:25][C:26]1[CH:31]=[CH:30][CH:29]=[C:28]([C:32]([F:35])([F:34])[F:33])[CH:27]=1)[C:12]1[C:17](=[O:18])[N:16]2[C@H:19]([C:22](O)=[O:23])[CH2:20][CH2:21][C:15]2=[N:14][CH:13]=1)=[O:10])[C:2]1[CH:7]=[CH:6][CH:5]=[CH:4][CH:3]=1.[C:36]([O:40][C:41](=[O:53])[NH:42][C:43]([C:45]1[CH:50]=[CH:49][C:48]([CH2:51][NH2:52])=[CH:47][CH:46]=1)=[NH:44])([CH3:39])([CH3:38])[CH3:37].C([O-])(O)=O.[Na+].C1C=NC2N(O)N=NC=2C=1.CCN=C=NCCCN(C)C>CCOC(C)=O.C(Cl)Cl.CN(C=O)C>[C:36]([O:40][C:41]([NH:42][C:43](=[NH:44])[C:45]1[CH:46]=[CH:47][C:48]([CH2:51][NH:52][C:22]([C@H:19]2[N:16]3[C:17](=[O:18])[C:12]([N:11]([CH2:25][C:26]4[CH:31]=[CH:30][CH:29]=[C:28]([C:32]([F:34])([F:35])[F:33])[CH:27]=4)[C:9](=[O:10])[O:8][CH2:1][C:2]4[CH:3]=[CH:4][CH:5]=[CH:6][CH:7]=4)=[CH:13][N:14]=[C:15]3[CH2:21][CH2:20]2)=[O:23])=[CH:49][CH:50]=1)=[O:53])([CH3:39])([CH3:37])[CH3:38] |f:2.3,7.8|. Reported procedure: To a solution of intermediate 25a (0.281 mmol) and [(4-aminomethyl-phenyl)-imino-methyl]-carbamic acid tert-butyl ester (84 mg, 0.337 mmol) in 3 mL 5:1 CH2Cl2/DMF at 0° C., were added NaHCO3 (59 mg, 0.703 mmol), HOAT (42.1 mg, 0.309 mmol), and EDCI (75.5 mg, 0.393 mmol). The mixture was allowed to warm to rt and stir 20 h, then was diluted with EtOAc. The organic phase was washed with H2O, 1N HCl, H2O, and sat. NaHCO3, and brine, dried (Na2SO4) and brine. The crude residue was triturated with Et... As a reaction SMILES: [CH2:1]([CH3:2])[CH:3]1[NH:4][C:5](=[O:22])[N:6]([CH:9]2[CH2:10][CH2:11][N:12]([C:15]([O:16][C:17]([CH3:18])([CH3:19])[CH3:20])=[O:21])[CH2:13][CH2:14]2)[C:7]1=[O:8].[CH3:24][CH2:25][O:26][CH2:27][CH3:28].[ClH:23].[O:29]1[CH2:30][CH2:31][O:32][CH2:33][CH2:34]1>>[CH2:1]([CH3:2])[CH:3]1[NH:4][C:5](=[O:22])[N:6]([CH:9]2[CH2:10][CH2:11][NH:12][CH2:13][CH2:14]2)[C:7]1=[O:8]. The product is CCC1NC(=O)N(C2CCNCC2)C1=O. Reactants: CCC1NC(=O)N(C2CCN(C(=O)OC(C)(C)C)CC2)C1=O, CCOCC, Cl, C1COCCO1. Starting materials: O (water), S1C=C(C=C1)C=O (Thiophene-3-carboxaldehyde), N[C@H](C(=O)OCC1=CC=CC=C1)CCC=1NC=C(N1)C1=CC=CC=C1 (benzyl (2S)-2-amino-4-(4-phenyl-1H-imidazol-2-yl)butanoate), [BH-](OC(=O)C)(OC(=O)C)OC(=O)C.[Na+] (NaBH(OAc)3). Run in C(C)(=O)OCC (ethyl acetate), O1CCCC1 (tetrahydrofuran), C1CCOC1 (THF), O1CCCC1 (tetrahydrofuran). Conditions: temperature 20 celsius, time 15 hour. Product: C1(=CC=CC=C1)C=1N=C(NC1)CC[C@@H](C(=O)OCC1=CC=CC=C1)NCC1=CSC=C1 (benzyl (2S)-4-(4-phenyl-1H-imidazol-2-yl)-2-[(3-thienylmethyl)amino]butanoate). Isolated yield 66.0%. Reaction SMILES: [S:1]1[CH:5]=[CH:4][C:3]([CH:6]=O)=[CH:2]1.[NH2:8][C@@H:9]([CH2:20][CH2:21][C:22]1[NH:23][CH:24]=[C:25]([C:27]2[CH:32]=[CH:31][CH:30]=[CH:29][CH:28]=2)[N:26]=1)[C:10]([O:12][CH2:13][C:14]1[CH:19]=[CH:18][CH:17]=[CH:16][CH:15]=1)=[O:11].[BH-](OC(C)=O)(OC(C)=O)OC(C)=O.[Na+].O>O1CCCC1.C(OCC)(=O)C>[C:27]1([C:25]2[N:26]=[C:22]([CH2:21][CH2:20][C@H:9]([NH:8][CH2:6][C:3]3[CH:4]=[CH:5][S:1][CH:2]=3)[C:10]([O:12][CH2:13][C:14]3[CH:15]=[CH:16][CH:17]=[CH:18][CH:19]=3)=[O:11])[NH:23][CH:24]=2)[CH:28]=[CH:29][CH:30]=[CH:31][CH:32]=1 |f:2.3|. Reported procedure: Thiophene-3-carboxaldehyde (1 ml; 1 eq.) is added to a solution of benzyl (2S)-2-amino-4-(4-phenyl-1H-imidazol-2-yl)butanoate in the form of a free base (3.6 g; 1 eq.) in tetrahydrofuran (hereafter THF, 40 ml). The mixture is stirred for 15 hours at approximately 20° C. and diluted by adding 50 ml of tetrahydrofuran. NaBH(OAc)3 (4.73 g; 2 eq.) is then added. After 1 hour of stirring at approximately 20° C., the reaction is stopped by adding water (40 ml) and ethyl acetate is then added (100 ml).... Reported procedure: According to General Method 5A, 5.16 g (12.4 mmol) of the compound from Example 15A and 13.9 g (124 mmol) of potassium tert-butoxide were reacted. The reaction led selectively to the cis isomer. Yield: 4.90 g (98% of theory) Product: N1(CCSCC1)C(=O)N1CC(CC(C1)C1=CC=C(C=C1)C(F)(F)F)C(=O)O (1-(Thiomorpholin-4-ylcarbonyl)-5-[4-(trifluoromethyl)phenyl]piperidine-3-carboxylic acid). Starting materials: N1(CCSCC1)C(=O)N1CC(CC(C1)C1=CC=C(C=C1)C(F)(F)F)C(=O)OC (Methyl 1-(thiomorpholin-4-ylcarbonyl)-5-[4-(trifluoromethyl)phenyl]piperidine-3-carboxylate), CC(C)([O-])C.[K+] (potassium tert-butoxide). Reaction SMILES: [N:1]1([C:7]([N:9]2[CH2:14][CH:13]([C:15]3[CH:20]=[CH:19][C:18]([C:21]([F:24])([F:23])[F:22])=[CH:17][CH:16]=3)[CH2:12][CH:11]([C:25]([O:27]C)=[O:26])[CH2:10]2)=[O:8])[CH2:6][CH2:5][S:4][CH2:3][CH2:2]1.CC(C)([O-])C.[K+]>>[N:1]1([C:7]([N:9]2[CH2:14][CH:13]([C:15]3[CH:20]=[CH:19][C:18]([C:21]([F:23])([F:24])[F:22])=[CH:17][CH:16]=3)[CH2:12][CH:11]([C:25]([OH:27])=[O:26])[CH2:10]2)=[O:8])[CH2:2][CH2:3][S:4][CH2:5][CH2:6]1 |f:1.2|.